The task is: describe an organic reaction: reactants, conditions, products, and yield. This data is from the Open Reaction Database (ORD), a public repository of structured organic reaction records. The reactants are C(#N)[BH3-].[Na+] (sodium cyanoborohydride), Cl (HCl), COC1=CC=C(N)C=C1 (4-methoxyaniline), ClC1=CC=C(C=O)C=C1 (4-chlorobenzaldehyde). Run in O (water), CO (methanol), C(C)(=O)O (acetic acid), C1(=CC=CC=C1)C (toluene). Conditions: time 8 hour. Product: Cl.ClC1=CC=C(CNC2=CC=C(C=C2)OC)C=C1 (N-(4-chlorobenzyl)-4-methoxyaniline hydrochloride salt). As a reaction SMILES: [CH3:1][O:2][C:3]1[CH:9]=[CH:8][C:6]([NH2:7])=[CH:5][CH:4]=1.[Cl:10][C:11]1[CH:18]=[CH:17][C:14]([CH:15]=O)=[CH:13][CH:12]=1.C([BH3-])#N.[Na+].Cl>C1(C)C=CC=CC=1.CO.C(O)(=O)C.O>[ClH:10].[Cl:10][C:11]1[CH:18]=[CH:17][C:14]([CH2:15][NH:7][C:6]2[CH:8]=[CH:9][C:3]([O:2][CH3:1])=[CH:4][CH:5]=2)=[CH:13][CH:12]=1 |f:2.3,9.10|. Procedure: A solution of 4-methoxyaniline (75.0 g; 609 mmol) and 4-chlorobenzaldehyde (86.5 g; 615 mmol) in 1000 mL toluene was heated at reflux overnight with removal of water. The solvent was evaporated under reduced pressure, and the resulting light gray solid was taken up in 1500 mL tetrahydrofuran (THF). A solution of sodium cyanoborohydride (38.3 g; 609 mmol) in 180 mL methanol was added. Upon complete addition the reaction was acidified by the slow addition of acetic acid (36 mL). The reaction was s... Reactants: COC(=O)c1ccccc1S(=O)(=O)N1CCCC(NC(=O)C(CC(C)C)NC(=O)c2cc3ccccc3o2)C(O)C1, CO, O. Yields the product CC(C)CC(NC(=O)c1cc2ccccc2o1)C(=O)NC1CCCN(S(=O)(=O)c2ccccc2C(=O)O)CC1O. As a reaction SMILES: [CH3:1][O:2][C:3]([c:4]1[c:5]([S:10](=[O:11])(=[O:12])[N:13]2[CH2:14][CH:15]([OH:40])[CH:16]([NH:20][C:21]([CH:22]([CH2:23][CH:24]([CH3:25])[CH3:26])[NH:27][C:28](=[O:29])[c:30]3[o:31][c:32]4[c:33]([cH:34]3)[cH:35][cH:36][cH:37][cH:38]4)=[O:39])[CH2:17][CH2:18][CH2:19]2)[cH:6][cH:7][cH:8][cH:9]1)=[O:41].[CH3:42][OH:43].[OH2:44]>>[O:2]=[C:3]([c:4]1[c:5]([S:10](=[O:11])(=[O:12])[N:13]2[CH2:14][CH:15]([OH:40])[CH:16]([NH:20][C:21]([CH:22]([CH2:23][CH:24]([CH3:25])[CH3:26])[NH:27][C:28](=[O:29])[c:30]3[o:31][c:32]4[c:33]([cH:34]3)[cH:35][cH:36][cH:37][cH:38]4)=[O:39])[CH2:17][CH2:18][CH2:19]2)[cH:6][cH:7][cH:8][cH:9]1)[OH:41]. Starting materials: [H-].[Na+] (NaH), C(CO)(=O)OC (Methyl glycolate), ClC=1C(=NC=CC1)N1CC=2N=C(N=C(C2CC1)NC1=CC=C(C=C1)C(F)(F)F)S(=O)(=O)C (7-(3-Chloropyridin-2-yl)-N-(4-(trifluoromethyl)phenyl)-5,6,7,8-tetrahydro-2-(methylsulfonyl)pyrido[3,4-d]pyrimidin-4-amine). Run in CN(C)C=O (DMF). Run at time 30 minute. Yields the product FC(C1=CC=C(C=C1)NC=1C2=C(N=C(N1)OCC(=O)OC)CN(CC2)C2=NC=CC=C2Cl)(F)F (Methyl 2-(4-(4-(trifluoromethyl)phenylamino)-7-(3-chloropyridin-2-yl)-5,6,7,8-tetrahydropyrido[3,4-d]pyrimidin-2-yloxy)acetate). Isolated yield 15.3%. As a reaction SMILES: [C:1]([O:5][CH3:6])(=[O:4])[CH2:2][OH:3].[H-].[Na+].[Cl:9][C:10]1[C:11]([N:16]2[CH2:25][CH2:24][C:23]3[C:22]([NH:26][C:27]4[CH:32]=[CH:31][C:30]([C:33]([F:36])([F:35])[F:34])=[CH:29][CH:28]=4)=[N:21][C:20](S(C)(=O)=O)=[N:19][C:18]=3[CH2:17]2)=[N:12][CH:13]=[CH:14][CH:15]=1>CN(C=O)C>[F:36][C:33]([F:34])([F:35])[C:30]1[CH:31]=[CH:32][C:27]([NH:26][C:22]2[C:23]3[CH2:24][CH2:25][N:16]([C:11]4[C:10]([Cl:9])=[CH:15][CH:14]=[CH:13][N:12]=4)[CH2:17][C:18]=3[N:19]=[C:20]([O:3][CH2:2][C:1]([O:5][CH3:6])=[O:4])[N:21]=2)=[CH:28][CH:29]=1 |f:1.2|. Procedure details: Methyl glycolate (31 mg, 0.33 mmol) was dissolved in DMF (dry), NaH (8 mg, 0.31 mmol) was added and stirred at room temperature under an atmosphere of Nitrogen for 30 min. 7-(3-Chloropyridin-2-yl)-N-(4-(trifluoromethyl)phenyl)-5,6,7,8-tetrahydro-2-(methylsulfonyl)pyrido[3,4-d]pyrimidin-4-amine (120.0 mg, 0.22 mol) (in 4 mL DMF, dry) was added to the above mixture. The reaction was heated via microwave at 180° C. for 15 minutes. Solvent was removed and the residue was purified by flash chromatogr... Reactants: C(C)OP(OCC)(=O)CN1C(C(NC2=CC(=C(C=C12)[N+](=O)[O-])N1C=NC=C1)=O)=O ((6-(N-imidazolyl)-7-nitro-1,2,3,4-tetrahydro-2,3-dioxoquinoxalin-1-yl)methanephosphonic acid diethyl ester). The solvent is Cl (hydrochloric acid). The product is N1(C=NC=C1)C=1C=C2NC(C(N(C2=CC1[N+](=O)[O-])CP(O)(=O)O)=O)=O ([6-(N-imidazolyl)-7-nitro-1,2,3,4-tetrahydro-2,3-dioxoquinoxalin-1-yl]methanephosphonic acid). As a reaction SMILES: C([O:3][P:4]([CH2:9][N:10]1[C:19]2[C:14](=[CH:15][C:16]([N:23]3[CH:27]=[CH:26][N:25]=[CH:24]3)=[C:17]([N+:20]([O-:22])=[O:21])[CH:18]=2)[NH:13][C:12](=[O:28])[C:11]1=[O:29])(=[O:8])[O:5]CC)C>Cl>[N:23]1([C:16]2[CH:15]=[C:14]3[C:19](=[CH:18][C:17]=2[N+:20]([O-:22])=[O:21])[N:10]([CH2:9][P:4]([OH:5])(=[O:3])[OH:8])[C:11](=[O:29])[C:12](=[O:28])[NH:13]3)[CH:27]=[CH:26][N:25]=[CH:24]1. Procedure details: 250 mg of [(6-(N-imidazolyl)-7-nitro-1,2,3,4-tetrahydro-2,3-dioxoquinoxalin-1-yl)methanephosphonic acid diethyl ester is heated in 3 ml of concentrated hydrochloric acid for 2.5 hours to 110° C. bath temperature. After concentration by evaporation, it is taken up in water, and the precipitated product is suctioned off. 100 mg of [6-(N-imidazolyl)-7-nitro-1,2,3,4-tetrahydro-2,3-dioxoquinoxalin-1-yl]methanephosphonic acid is obtained. Yields the product COC(=O)c1ccc(Oc2ccc(F)cc2F)nc1. Reaction SMILES: [C:22](=[O:23])([O-:24])[O-:25].[CH3:1][O:2][C:3]([c:4]1[cH:5][n:6][c:7]([Cl:10])[cH:8][cH:9]1)=[O:11].[F:12][c:13]1[c:14]([OH:20])[cH:15][cH:16][c:17]([F:19])[cH:18]1.[K+:26].[K+:27].[O:28]=[CH:29][N:30]([CH3:31])[CH3:32].[OH2:21]>>[CH3:1][O:2][C:3]([c:4]1[cH:5][n:6][c:7]([O:20][c:14]2[c:13]([F:12])[cH:18][c:17]([F:19])[cH:16][cH:15]2)[cH:8][cH:9]1)=[O:11]. Reactants: O=C([O-])[O-], COC(=O)c1ccc(Cl)nc1, Oc1ccc(F)cc1F, [K+], [K+], CN(C)C=O, O. Starting materials: BrC=1SC(=NN1)N (2-bromo-5-amino-1,3,4-thiadiazole), BrCC(=O)C1=CC=CC=C1 (ω-bromoacetophenone), CN(C=O)C (dimethylformamide). Product: CNC1=NN2C(S1)=NC(=C2)C2=CC=CC=C2 (2-Methylamino-6-phenylimidazo[2,1-b]-1,3,4-thiadiazole). Reaction SMILES: Br[C:2]1[S:3][C:4]([NH2:7])=[N:5][N:6]=1.Br[CH2:9][C:10]([C:12]1[CH:17]=[CH:16][CH:15]=[CH:14][CH:13]=1)=O.[CH3:18][N:19](C)C=O>>[CH3:18][NH:19][C:2]1[S:3][C:4]2=[N:7][C:10]([C:12]3[CH:17]=[CH:16][CH:15]=[CH:14][CH:13]=3)=[CH:9][N:5]2[N:6]=1. Procedure details: 18.0 g of 2-bromo-5-amino-1,3,4-thiadiazole (0.1 mol) and 20.0 g of ω-bromoacetophenone (0.1 mol) in 250 ml of dimethylformamide are heated to 100° C. for 4.5 hours. After cooling down to room temperature, 100 ml of icewater are added and the precipitate is filtered off with suction. After drying, it is taken up in chloroform and, after the addition of ether, recrystallized. The crude 2-bromo-6-phenylimidazo[2,1-b]-1,3,4-thiadiazole is then heated to reflux for 2 hours in 250 ml of ethanol with ... Reactants: ice water, [H-].[Na+] (sodium hydride), ClC=1N=NC(=CC1)Cl (3,6-dichloropyridazine), NC1=CC(=C(C=C1C)O)C (4-amino-2,5-dimethylphenol). Run in CS(=O)C (dimethyl sulfoxide). Run at time 18 hour. The product is ClC1=CC=C(N=N1)OC1=CC(=C(C=C1C)N)C (4-(6-chloro-3-pyridazinyloxy)-2,5-dimethylbenzeneamine). RXN SMILES: [H-].[Na+].[Cl:3][C:4]1[N:5]=[N:6][C:7](Cl)=[CH:8][CH:9]=1.[NH2:11][C:12]1[C:17]([CH3:18])=[CH:16][C:15]([OH:19])=[C:14]([CH3:20])[CH:13]=1>CS(C)=O>[Cl:3][C:4]1[N:5]=[N:6][C:7]([O:19][C:15]2[C:14]([CH3:20])=[CH:13][C:12]([NH2:11])=[C:17]([CH3:18])[CH:16]=2)=[CH:8][CH:9]=1 |f:0.1|. Procedure details: 4.8 g of sodium hydride was added in portions to a stirred solution of 30 g of 3,6-dichloropyridazine and 27.4 g of 4-amino-2,5-dimethylphenol in 300 ml of dimethyl sulfoxide. The temperature of the mixture rose to 65° C. The mixture was then stirred for 18 hours at room temperature, poured over ice water and filtered. Recrystallization of the filter cake from methanol gave 4-(6-chloro-3-pyridazinyloxy)-2,5-dimethylbenzeneamine, as a brown solid (5A), mp: 138°-140° C. The reactants are C(C#C)O (propargyl alcohol), IC1=CC=C(S1)C=1SC=CC1 (5-iodo-2,2'-bithiophene), [NH4+].[Cl-] (NH4Cl), [OH-].[Na+] (NaOH). The reagents and catalysts are [Cl-].C(C1=CC=CC=C1)[N+](CC)(CC)CC (benzyltriethylammonium chloride), [Cu]I (CuI), C=1C=CC(=CC1)[P](C=2C=CC=CC2)(C=3C=CC=CC3)[Pd]([P](C=4C=CC=CC4)(C=5C=CC=CC5)C=6C=CC=CC6)([P](C=7C=CC=CC7)(C=8C=CC=CC8)C=9C=CC=CC9)[P](C=1C=CC=CC1)(C=1C=CC=CC1)C=1C=CC=CC1 (Pd(PPh3)4). Run in C1=CC=CC=C1 (benzene). Reaction conditions: time 2 hour. The product is OCC#CC1=CC=C(S1)C=1SC=CC1 (5-(3-hydroxy-1-propynyl)-2,2'-bithiophene). The yield is 74.0%. As a reaction SMILES: [CH2:1]([OH:4])[C:2]#[CH:3].I[C:6]1[S:10][C:9]([C:11]2[S:12][CH:13]=[CH:14][CH:15]=2)=[CH:8][CH:7]=1.[OH-].[Na+].[NH4+].[Cl-]>[Cl-].C([N+](CC)(CC)CC)C1C=CC=CC=1.[Cu]I.C1C=CC([P]([Pd]([P](C2C=CC=CC=2)(C2C=CC=CC=2)C2C=CC=CC=2)([P](C2C=CC=CC=2)(C2C=CC=CC=2)C2C=CC=CC=2)[P](C2C=CC=CC=2)(C2C=CC=CC=2)C2C=CC=CC=2)(C2C=CC=CC=2)C2C=CC=CC=2)=CC=1.C1C=CC=CC=1>[OH:4][CH2:1][C:2]#[C:3][C:6]1[S:10][C:9]([C:11]2[S:12][CH:13]=[CH:14][CH:15]=2)=[CH:8][CH:7]=1 |f:2.3,4.5,6.7,^1:40,42,61,80|. Reported procedure: To the mixture of 48 mg (0.86 mmole) of propargyl alcohol, 1 ml of benzene, 0.1 g of 5-iodo-2,2'-bithiophene (0.34 mmole) was added 0.25 g of CuI, 0.05 g of benzyltriethylammonium chloride and 0.1 g of Pd(PPh3)4. To the solution, 3 ml of NaOH solution (2.5 N) was added at room temperature and stirred for 2 hours. 4 ml of NH4Cl solution was then added. The reaction solution was extracted with 50 ml of ethyl acetate. The extract was washed with 10 ml of HCl (10%) for 3 times, 50 ml of water twice ... Starting materials: [Br-], [Br-], [Br-], C1CCOC1, C[N+](C)(C)c1ccccc1, C[N+](C)(C)c1ccccc1, C[N+](C)(C)c1ccccc1, CC(=O)c1cc2ccccc2s1. Yields the product O=C(CBr)c1cc2ccccc2s1. As a reaction SMILES: [Br-:1].[Br-:2].[Br-:3].[O:46]1[CH2:47][CH2:48][CH2:49][CH2:50]1.[c:14]1([N+:15]([CH3:16])([CH3:17])[CH3:18])[cH:19][cH:20][cH:21][cH:22][cH:23]1.[c:24]1([N+:25]([CH3:26])([CH3:27])[CH3:28])[cH:29][cH:30][cH:31][cH:32][cH:33]1.[c:4]1([N+:5]([CH3:6])([CH3:7])[CH3:8])[cH:9][cH:10][cH:11][cH:12][cH:13]1.[s:34]1[c:35]2[c:36]([cH:37][c:38]1[C:39]([CH3:40])=[O:41])[cH:42][cH:43][cH:44][cH:45]2>>[Br:1][CH2:40][C:39]([c:38]1[s:34][c:35]2[c:36]([cH:37]1)[cH:42][cH:43][cH:44][cH:45]2)=[O:41].